This data is from the Open Reaction Database (ORD), a public repository of structured organic reaction records. The task is: describe an organic reaction: reactants, conditions, products, and yield Reactants: Cl.FC=1C=C(CC2NCCC(C2)C(=O)OC)C=C(C1F)F (Methyl 2-(3,4,5-trifluorobenzyl)piperidine-4-carboxylate hydrochloride), CCN(C(C)C)C(C)C (DIPEA), C(OC)(=O)Cl (methyl carbonochloridate). Run in C(Cl)Cl (DCM), C(Cl)Cl (DCM). Run at time 18 hour. Product: FC=1C=C(CC2N(CCC(C2)C(=O)OC)C(=O)OC)C=C(C1F)F (dimethyl 2-(3,4,5-trifluorobenzyl)piperidine-1,4-dicarboxylate). The yield is 95.0%. Reaction SMILES: Cl.[F:2][C:3]1[CH:4]=[C:5]([CH:17]=[C:18]([F:21])[C:19]=1[F:20])[CH2:6][CH:7]1[CH2:12][CH:11]([C:13]([O:15][CH3:16])=[O:14])[CH2:10][CH2:9][NH:8]1.CCN(C(C)C)C(C)C.[C:31](Cl)(=[O:34])[O:32][CH3:33]>C(Cl)Cl>[F:21][C:18]1[CH:17]=[C:5]([CH:4]=[C:3]([F:2])[C:19]=1[F:20])[CH2:6][CH:7]1[CH2:12][CH:11]([C:13]([O:15][CH3:16])=[O:14])[CH2:10][CH2:9][N:8]1[C:31]([O:32][CH3:33])=[O:34] |f:0.1|. Reported procedure: Methyl 2-(3,4,5-trifluorobenzyl)piperidine-4-carboxylate hydrochloride (3.957 g, 12.22 mmol) and DIPEA (4.68 mL, 26.89 mmol) were dissolved in DCM (20 mL) and methyl carbonochloridate (1.059 mL, 13.45 mmol) was added. The reaction was stirred at room temperature for 18 h, diluted with DCM (200 mL), washed with 0.1 M HCl (2×200 mL), satd NaHCO3 (200 mL), dried through a phase separator and evaporated in vacuo to yield dimethyl 2-(3,4,5-trifluorobenzyl)piperidine-1,4-dicarboxylate (4.01 g, 95%) as... The reactants are CCOC(=O)CC(=O)c1cccc([N+](=O)[O-])c1Cl, O=C(O)C(F)(F)F, O. Reaction SMILES: [Cl:1][c:2]1[c:3]([C:11]([CH2:12][C:13]([O:14][CH2:15][CH3:16])=[O:17])=[O:18])[cH:4][cH:5][cH:6][c:7]1[N+:8](=[O:9])[O-:10].[F:19][C:20]([F:21])([F:22])[C:23]([OH:24])=[O:25].[OH2:26]>>[Cl:1][c:2]1[c:3]([C:11]([CH3:12])=[O:18])[cH:4][cH:5][cH:6][c:7]1[N+:8](=[O:9])[O-:10]. Product: CC(=O)c1cccc([N+](=O)[O-])c1Cl. Starting materials: CCOC(=O)C1(S(=O)(=O)c2ccc(OC)cc2)CCN(C2CCCCCCC2)CC1, CO, [Na+], [OH-]. Yields the product COc1ccc(S(=O)(=O)C2(C(=O)O)CCN(C3CCCCCCC3)CC2)cc1. As a reaction SMILES: [CH2:1]([CH3:2])[O:3][C:4](=[O:5])[C:6]1([S:20](=[O:21])(=[O:22])[c:23]2[cH:24][cH:25][c:26]([O:29][CH3:30])[cH:27][cH:28]2)[CH2:7][CH2:8][N:9]([CH:12]2[CH2:13][CH2:14][CH2:15][CH2:16][CH2:17][CH2:18][CH2:19]2)[CH2:10][CH2:11]1.[CH3:31][OH:32].[Na+:34].[OH-:33]>>[O:3]=[C:4]([OH:5])[C:6]1([S:20](=[O:21])(=[O:22])[c:23]2[cH:24][cH:25][c:26]([O:29][CH3:30])[cH:27][cH:28]2)[CH2:7][CH2:8][N:9]([CH:12]2[CH2:13][CH2:14][CH2:15][CH2:16][CH2:17][CH2:18][CH2:19]2)[CH2:10][CH2:11]1. Reactants: ClCCCOC1OCCCC1 (2-(3-chloro-propoxy)-tetrahydro-pyran), C(C)(C)N1CCC(CC1)NS(=O)(=O)CCNC(=O)C=1SC(=CC1)Cl (5-chloro-thiophene-2-carboxylic acid [2-(1-isopropyl-piperidin-4-ylsulfamoyl)-ethyl]-amide). Yields the product C(C)(C)N1CCC(CC1)N(S(=O)(=O)CCNC(=O)C=1SC(=CC1)Cl)CCCOC1OCCCC1 (5-chloro-thiophene-2-carboxylic acid (2-{(1-isopropyl-piperidin-4-yl)-[3-(tetrahydro-pyran-2-yloxy)-propyl]-sulfamoyl}-ethyl)-amide), C(=O)[O-] (formate). RXN SMILES: Cl[CH2:2][CH2:3][CH2:4][O:5][CH:6]1[CH2:11][CH2:10][CH2:9][CH2:8][O:7]1.[CH:12]([N:15]1[CH2:20][CH2:19][CH:18]([NH:21][S:22]([CH2:25][CH2:26][NH:27][C:28]([C:30]2[S:31][C:32]([Cl:35])=[CH:33][CH:34]=2)=[O:29])(=[O:24])=[O:23])[CH2:17][CH2:16]1)([CH3:14])[CH3:13]>>[CH:12]([N:15]1[CH2:20][CH2:19][CH:18]([N:21]([CH2:2][CH2:3][CH2:4][O:5][CH:6]2[CH2:11][CH2:10][CH2:9][CH2:8][O:7]2)[S:22]([CH2:25][CH2:26][NH:27][C:28]([C:30]2[S:31][C:32]([Cl:35])=[CH:33][CH:34]=2)=[O:29])(=[O:23])=[O:24])[CH2:17][CH2:16]1)([CH3:14])[CH3:13].[CH:6]([O-:7])=[O:5]. Procedure details: 5-Chloro-thiophene-2-carboxylic acid (2-{(1-isopropyl-piperidin-4-yl)-[3-(tetrahydro-pyran-2-yloxy)-propyl]-sulfamoyl}-ethyl)-amide was prepared by an analogous procedure as described in example 15 starting from 245 mg (1.5 equiv.) 2-(3-chloro-propoxy)-tetrahydro-pyran and 360 mg (0.91 mmol) 5-chloro-thiophene-2-carboxylic acid [2-(1-isopropyl-piperidin-4-ylsulfamoyl)-ethyl]-amide. Final purification by preparative RP-HPLC (CH3CN/H2O gradient+0.05% formic acid) gave pure 5-chloro-thiophene-2-car...